Dataset: the Open Reaction Database (ORD), a public repository of structured organic reaction records. Task: describe an organic reaction: reactants, conditions, products, and yield The reactants are [BH4-], CCOC(=O)C=Cc1ccc(CN(C)c2nc(-c3ccccc3)cs2)cc1, CCO, [Na+], Cl[Ni]Cl, O, O, O, O, O, O, O. The product is CCOC(=O)CCc1ccc(CN(C)c2nc(-c3ccccc3)cs2)cc1. As a reaction SMILES: [BH4-:28].[CH3:1][N:2]([c:3]1[s:4][cH:5][c:6](-[c:8]2[cH:9][cH:10][cH:11][cH:12][cH:13]2)[n:7]1)[CH2:14][c:15]1[cH:16][cH:17][c:18]([CH:21]=[CH:22][C:23](=[O:24])[O:25][CH2:26][CH3:27])[cH:19][cH:20]1.[CH3:31][CH2:32][OH:33].[Na+:29].[Ni:40]([Cl:41])[Cl:42].[OH2:30].[OH2:34].[OH2:35].[OH2:36].[OH2:37].[OH2:38].[OH2:39]>>[CH3:1][N:2]([c:3]1[s:4][cH:5][c:6](-[c:8]2[cH:9][cH:10][cH:11][cH:12][cH:13]2)[n:7]1)[CH2:14][c:15]1[cH:16][cH:17][c:18]([CH2:21][CH2:22][C:23](=[O:24])[O:25][CH2:26][CH3:27])[cH:19][cH:20]1. Product: Cn1ncc2cc(O)ccc21. Reaction SMILES: [Al+3:14].[CH3:17][c:18]1[cH:19][cH:20][cH:21][cH:22][cH:23]1.[CH3:1][O:2][c:3]1[cH:4][c:5]2[cH:6][n:7][n:8]([CH3:12])[c:9]2[cH:10][cH:11]1.[Cl-:13].[Cl-:15].[Cl-:16]>>[OH:2][c:3]1[cH:4][c:5]2[cH:6][n:7][n:8]([CH3:12])[c:9]2[cH:10][cH:11]1. Reactants: [Al+3], Cc1ccccc1, COc1ccc2c(cnn2C)c1, [Cl-], [Cl-], [Cl-]. Reactants: CC(C)(C#N)N=NC(C)(C)C#N (AIBN), C1CC(=O)N(C1=O)Br (NBS), CC1=NN(C2=CC=CC=C12)C1=C(C#N)C=CC=C1 (2-(3-methyl-1H-indazol-1-yl)benzonitrile). Solvent: C(Cl)(Cl)(Cl)Cl (CCl4). Yields the product BrCC1=NN(C2=CC=CC=C12)C1=C(C#N)C=CC=C1 (2-(3-(Bromomethyl)-1H-indazol-1-yl)benzonitrile). Yield: 93.3%. Reaction SMILES: CC(N=NC(C#N)(C)C)(C#N)C.C1C(=O)N([Br:20])C(=O)C1.[CH3:21][C:22]1[C:30]2[C:25](=[CH:26][CH:27]=[CH:28][CH:29]=2)[N:24]([C:31]2[CH:38]=[CH:37][CH:36]=[CH:35][C:32]=2[C:33]#[N:34])[N:23]=1>C(Cl)(Cl)(Cl)Cl>[Br:20][CH2:21][C:22]1[C:30]2[C:25](=[CH:26][CH:27]=[CH:28][CH:29]=2)[N:24]([C:31]2[CH:38]=[CH:37][CH:36]=[CH:35][C:32]=2[C:33]#[N:34])[N:23]=1. Reported procedure: AIBN (141 mg, 0.857 mmol) and NBS (839 mg, 4.72 mmol) were added to a suspension of 2-(3-methyl-1H-indazol-1-yl)benzonitrile (1 g, 4.29 mmol) in CCl4 (20 mL) and the mixture heated to reflux for 2 h. The mixture was concentrated and the residue was purified by silica gel chromatography to give the title compound (1.25 g, 93%) as an off white solid. Reactants: C(=O)(O)C12CCC(CC1)(CC2)NCC(=O)N2[C@@H](C[C@@H](C2)F)C#N ((2S,4S)-1-[[N-(4-carboxybicyclo[2.2.2]oct-1-yl)amino]acetyl]-4-fluoropyrrolidine-2-carbonitrile), COCCN (2-methoxyethylamine). Product: F[C@H]1C[C@H](N(C1)C(CNC12CCC(CC1)(CC2)C(=O)NCCOC)=O)C#N ((2S,4S)-4-fluoro-1-[[N-[4-[N-(2-methoxyethyl)amino]carbonylbicyclo[2.2.2]oct-1-yl]amino]acetyl]pyrrolidine-2-carbonitrile). RXN SMILES: [C:1]([C:4]12[CH2:11][CH2:10][C:7]([NH:12][CH2:13][C:14]([N:16]3[CH2:20][C@@H:19]([F:21])[CH2:18][C@H:17]3[C:22]#[N:23])=[O:15])([CH2:8][CH2:9]1)[CH2:6][CH2:5]2)([OH:3])=O.[CH3:24][O:25][CH2:26][CH2:27][NH2:28]>>[F:21][C@@H:19]1[CH2:20][N:16]([C:14](=[O:15])[CH2:13][NH:12][C:7]23[CH2:6][CH2:5][C:4]([C:1]([NH:28][CH2:27][CH2:26][O:25][CH3:24])=[O:3])([CH2:9][CH2:8]2)[CH2:11][CH2:10]3)[C@H:17]([C:22]#[N:23])[CH2:18]1. Procedure: In a similar manner to Example 87, (2S,4S)-1-[[N-(4-carboxybicyclo[2.2.2]oct-1-yl)amino]acetyl]-4-fluoropyrrolidine-2-carbonitrile (50.0 mg) and 2-methoxyethylamine (29.6 μL) were used to obtain (2S,4S)-4-fluoro-1-[[N-[4-[N-(2-methoxyethyl)amino]carbonylbicyclo[2.2.2]oct-1-yl]amino]acetyl]pyrrolidine-2-carbonitrile (31.2 mg). RXN SMILES: [CH3:34][CH2:35][OH:36].[CH:1]1([CH2:6][CH:7]([C:8](=[O:9])[N:10]2[C:11](=[O:22])[O:12][CH2:13][CH:14]2[CH2:15][c:16]2[cH:17][cH:18][cH:19][cH:20][cH:21]2)[CH2:23][O:24][CH2:25][c:26]2[cH:27][cH:28][cH:29][cH:30][cH:31]2)[CH2:2][CH2:3][CH2:4][CH2:5]1.[H:32][H:33].[O:37]=[CH:38][N:39]([CH3:40])[CH3:41]>>[CH:1]1([CH2:6][CH:7]([C:8](=[O:9])[N:10]2[C:11](=[O:22])[O:12][CH2:13][CH:14]2[CH2:15][c:16]2[cH:17][cH:18][cH:19][cH:20][cH:21]2)[CH2:23][OH:24])[CH2:2][CH2:3][CH2:4][CH2:5]1. The product is O=C1OCC(Cc2ccccc2)N1C(=O)C(CO)CC1CCCC1. The reactants are CCO, O=C1OCC(Cc2ccccc2)N1C(=O)C(COCc1ccccc1)CC1CCCC1, [H][H], CN(C)C=O. Reactants: ON(CC(=O)O)C1=CC=CC=C1 (hydroxyphenylglycine), Cl (HCl). Yields the product ON(CC(=O)O)C1=CC=CC=C1.Cl (hydroxyphenylglycine·HCl). RXN SMILES: [OH:1][N:2]([C:7]1[CH:12]=[CH:11][CH:10]=[CH:9][CH:8]=1)[CH2:3][C:4]([OH:6])=[O:5].[ClH:13]>>[OH:1][N:2]([C:7]1[CH:12]=[CH:11][CH:10]=[CH:9][CH:8]=1)[CH2:3][C:4]([OH:6])=[O:5].[ClH:13] |f:2.3|. Procedure details: The method of claim 41, wherein the optical resolution is conducted by reacting DL-hydroxyphenylglycine with HCl to form DL-hydroxyphenylglycine·HCl, reacting DL-hydroxyphenylglycine·HCl with a (+)-phenylethanesulfate to form DL-hydroxyphenylglycine (+)-phenylethanesulfate, then heating and crystallizing to produce D-hydroxyphenylglycine (+)-phenylethanesulfate and reacting with methanol and an aqueous sodium hydroxide solution to give D-hydroxyphenylglycine. Product: FC1=CC=C(C=C1)[C@H](CS[C@@H]1[C@H](N(C1=O)C1=CC=C(C=C1)C#CCNS(=O)(=O)C)C1=CC=C(OCC(=O)NCC(=O)N[C@H](CCCCN)C(=O)O)C=C1)O (N-({4-[(2R,3R)-3-{[(2R)-2-(4-fluorophenyl)-2-hydroxyethyl]thio}-1-(4-{3-[(methylsulfonyl)amino]prop-1-yn-1-yl}phenyl)-4-oxoazetidin-2-yl]phenoxy}acetyl)glycyl-D-lysine). Procedure: N-({4-[(2R,3R)-3-{[(2R)-2-{[tert-butyl(dimethyl)silyl]oxy}-2-(4-fluorophenyl)ethyl]thio}-1-(4-{3-[(methylsulfonyl)amino]prop-1-yn-1-yl}phenyl)-4-oxoazetidin-2-yl]phenoxy}acetyl)glycyl-N6-(tert-butoxycarbonyl)-D-lysine (Method 2) (21.9, 0.022 mmol) was dissolved in MeCN (1.5 ml). Cerium(4+) tetranitrate-nitric acid (1:2) diammoniate (25.1 mg, 0.046 mmol) and water (50 μl) were added. The reaction mixture was heated at 45° C. for 6 h and 30 minutes and it was allowed to stand at room temperature o... Run in CC#N (MeCN). Conditions: temperature 45 celsius. Starting materials: [N+](=O)([O-])[O-].[N+](=O)([O-])[O-].[N+](=O)([O-])[O-].[N+](=O)([O-])[O-].[Ce+4].[N+](=O)(O)[O-] (Cerium(4+) tetranitrate nitric acid), O (water), [Si](C)(C)(C(C)(C)C)O[C@@H](CS[C@@H]1[C@H](N(C1=O)C1=CC=C(C=C1)C#CCNS(=O)(=O)C)C1=CC=C(OCC(=O)NCC(=O)N[C@H](CCCCNC(=O)OC(C)(C)C)C(=O)O)C=C1)C1=CC=C(C=C1)F (N-({4-[(2R,3R)-3-{[(2R)-2-{[tert-butyl(dimethyl)silyl]oxy}-2-(4-fluorophenyl)ethyl]thio}-1-(4-{3-[(methylsulfonyl)amino]prop-1-yn-1-yl}phenyl)-4-oxoazetidin-2-yl]phenoxy}acetyl)glycyl-N6-(tert-butoxycarbonyl)-D-lysine). Reaction SMILES: [Si]([O:8][C@H:9]([C:62]1[CH:67]=[CH:66][C:65]([F:68])=[CH:64][CH:63]=1)[CH2:10][S:11][C@H:12]1[C:15](=[O:16])[N:14]([C:17]2[CH:22]=[CH:21][C:20]([C:23]#[C:24][CH2:25][NH:26][S:27]([CH3:30])(=[O:29])=[O:28])=[CH:19][CH:18]=2)[C@@H:13]1[C:31]1[CH:61]=[CH:60][C:34]([O:35][CH2:36][C:37]([NH:39][CH2:40][C:41]([NH:43][C@@H:44]([C:57]([OH:59])=[O:58])[CH2:45][CH2:46][CH2:47][CH2:48][NH:49]C(OC(C)(C)C)=O)=[O:42])=[O:38])=[CH:33][CH:32]=1)(C(C)(C)C)(C)C.[N+]([O-])([O-])=O.[N+]([O-])([O-])=O.[N+]([O-])([O-])=O.[N+]([O-])([O-])=O.[Ce+4].[N+]([O-])(O)=O.O>CC#N>[F:68][C:65]1[CH:66]=[CH:67][C:62]([C@@H:9]([OH:8])[CH2:10][S:11][C@H:12]2[C:15](=[O:16])[N:14]([C:17]3[CH:18]=[CH:19][C:20]([C:23]#[C:24][CH2:25][NH:26][S:27]([CH3:30])(=[O:28])=[O:29])=[CH:21][CH:22]=3)[C@@H:13]2[C:31]2[CH:32]=[CH:33][C:34]([O:35][CH2:36][C:37]([NH:39][CH2:40][C:41]([NH:43][C@@H:44]([C:57]([OH:59])=[O:58])[CH2:45][CH2:46][CH2:47][CH2:48][NH2:49])=[O:42])=[O:38])=[CH:60][CH:61]=2)=[CH:63][CH:64]=1 |f:1.2.3.4.5.6|.